Dataset: the Open Reaction Database (ORD), a public repository of structured organic reaction records. Task: describe an organic reaction: reactants, conditions, products, and yield The reactants are OC1C(CCC1)(C(=O)OCC)CC (Ethyl 2-hydroxy-1-ethyl-cyclopentane carboxylate), C(Cl)Cl (methylene chloride), C(C1=CC=CC=C1)(=O)Cl (benzoyl chloride). Solvent: N1=CC=CC=C1 (pyridine). Run at time 12 hour. Product: C(C)C1(C(CCC1)OC(C1=CC=CC=C1)=O)C(=O)OCC (Ethyl 1-ethyl-2-benzoyloxy-cyclopentane carboxylate). RXN SMILES: [OH:1][CH:2]1[CH2:6][CH2:5][CH2:4][C:3]1([CH2:12][CH3:13])[C:7]([O:9][CH2:10][CH3:11])=[O:8].C(Cl)Cl.[C:17](Cl)(=[O:24])[C:18]1[CH:23]=[CH:22][CH:21]=[CH:20][CH:19]=1>N1C=CC=CC=1>[CH2:12]([C:3]1([C:7]([O:9][CH2:10][CH3:11])=[O:8])[CH2:4][CH2:5][CH2:6][CH:2]1[O:1][C:17](=[O:24])[C:18]1[CH:23]=[CH:22][CH:21]=[CH:20][CH:19]=1)[CH3:13]. Reported procedure: Ethyl 2-hydroxy-1-ethyl-cyclopentane carboxylate (4.90 g) was diluted using 60 ml of methylene chloride. At room temperature and with magnetic stirring, pyridine (3.22 ml) was slowly added, then benzoyl chloride (4.68 ml) was dropwise added. Upon the completion of the addition, the reaction was continued for 12 hours; Then solvent was removed, and the residue was extracted using ethyl acetate and water. Organic layer was washed in turn using 10% hydrochloric acid aqueous solution to pH of about ...